Dataset: the Open Reaction Database (ORD), a public repository of structured organic reaction records. Task: describe an organic reaction: reactants, conditions, products, and yield Starting materials: CC(=O)O, OO, c1ccc2c(c1)Nc1nccnc1S2. The product is O=S1c2ccccc2Nc2nccnc21. RXN SMILES: [CH3:17][C:18](=[O:19])[OH:20].[OH:15][OH:16].[n:1]1[cH:2][cH:3][n:4][c:5]2[c:14]1[NH:13][c:12]1[c:7]([cH:8][cH:9][cH:10][cH:11]1)[S:6]2>>[n:1]1[cH:2][cH:3][n:4][c:5]2[c:14]1[NH:13][c:12]1[c:7]([cH:8][cH:9][cH:10][cH:11]1)[S:6]2=[O:15]. Starting materials: ICCCCOC1=CC=C(C=C1)[C@@H]1[C@@H]2C=3C=CC(=CC3CC[C@H]2[C@@H]2CC[C@@H]([C@@]2(C)C1)O)O (11beta-[4-[(4-iodobutyl)oxy]phenyl]estra-1,3,5(10)-triene-3,17beta-diol), C(C)(=S)[O-].[K+] (potassium thioacetate). The product is C(C)(=S)CCCCOC1=CC=C(C=C1)[C@@H]1[C@@H]2C=3C=CC(=CC3CC[C@H]2[C@@H]2CC[C@@H]([C@@]2(C)C1)O)O (11beta-[4-[[4-(thioacetyl)butyl]oxy]phenyl]estra-1,3,5(10)-triene-3,17beta-diol). Isolated yield 82.2%. RXN SMILES: I[CH2:2][CH2:3][CH2:4][CH2:5][O:6][C:7]1[CH:12]=[CH:11][C:10]([C@H:13]2[CH2:30][C@@:28]3([CH3:29])[C@@H:24]([CH2:25][CH2:26][C@@H:27]3[OH:31])[C@H:23]3[C@H:14]2[C:15]2[CH:16]=[CH:17][C:18]([OH:32])=[CH:19][C:20]=2[CH2:21][CH2:22]3)=[CH:9][CH:8]=1.[C:33]([O-])(=[S:35])[CH3:34].[K+]>>[C:33]([CH2:2][CH2:3][CH2:4][CH2:5][O:6][C:7]1[CH:12]=[CH:11][C:10]([C@H:13]2[CH2:30][C@@:28]3([CH3:29])[C@@H:24]([CH2:25][CH2:26][C@@H:27]3[OH:31])[C@H:23]3[C@H:14]2[C:15]2[CH:16]=[CH:17][C:18]([OH:32])=[CH:19][C:20]=2[CH2:21][CH2:22]3)=[CH:9][CH:8]=1)(=[S:35])[CH3:34] |f:1.2|. Procedure: The operation is carried out as in Stage E of Example 8 starting with 1.18 g of the product obtained in Stage D and 460 mg of potassium thioacetate. 850 mg of expected product is obtained. M.p. # 90° C. The reactants are [N-]=[N+]=[N-] (azide), C(O)([O-])=O.[Na+] (sodium hydrogen carbonate), C(C)(C)C1=C(C(=CC(=C1)C(C)C)C(C)C)S(=O)(=O)N=[N+]=[N-] (2,4,6-triisopropylbenzenesulfonyl azide), CC(C)N1C(CC(N(C2=C1C=CC=C2)C(C)C)=O)=O (1,5-bis-(2-propyl)-1,5-benzodiazepin-2,4-dione), C[Si](C)(C)[N-][Si](C)(C)C.[K+] (potassium bis(trimethylsilyl) amide), C(C)(=O)O (acetic acid). Run in O1CCCC1 (tetrahydrofuran), O1CCCC1 (tetrahydrofuran), O1CCCC1 (tetrahydrofuran). Yields the product N(=[N+]=[N-])C1C(N(C2=C(N(C1=O)C(C)C)C=CC=C2)C(C)C)=O (3-Azido-1,5-Bis-(2-propyl)-1,5-benzodiazepine-2,4-dione). Reaction SMILES: [CH3:1][CH:2]([N:4]1[C:10]2[CH:11]=[CH:12][CH:13]=[CH:14][C:9]=2[N:8]([CH:15]([CH3:17])[CH3:16])[C:7](=[O:18])[CH2:6][C:5]1=[O:19])[CH3:3].C[Si]([N-][Si](C)(C)C)(C)C.[K+].C(C1C=C(C(C)C)C=C(C(C)C)C=1S([N:48]=[N+:49]=[N-:50])(=O)=O)(C)C.C(O)(=O)C.C(=O)([O-])O.[Na+].[N-]=[N+]=[N-]>O1CCCC1>[N:48]([CH:6]1[C:5](=[O:19])[N:4]([CH:2]([CH3:1])[CH3:3])[C:10]2[CH:11]=[CH:12][CH:13]=[CH:14][C:9]=2[N:8]([CH:15]([CH3:17])[CH3:16])[C:7]1=[O:18])=[N+:49]=[N-:50] |f:1.2,5.6|. Procedure details: To a stirring solution of 1,5-bis-(2-propyl)-1,5-benzodiazepin-2,4-dione (500 mg, 1.92 mmole) in tetrahydrofuran (25 mL), which was cooled to -78° C. in a dry ice/acetone bath, was added dropwise potassium bis(trimethylsilyl) amide (0.5M in toluene, 4.6 mL, 2.3 mmole). After ten minutes, 2,4,6-triisopropylbenzenesulfonyl azide (708 mg, 2.0 mmole) in tetrahydrofuran (5 mL) was added dropwise. After ten minutes, acetic acid (0.44 mL, 7.7 mmole) in tetrahydrofuran (5 mL) was added in one portion an... The reactants are di-Grignard reagent, CN(C)C=O (DMF), C(C1=CC=CC=C1)P(O)(O)=O (benzylphosphonic acid), S(=O)(Cl)Cl (thionyl chloride). The solvent is ClCCl (dichloromethane). Conditions: temperature 0 celsius, time 20 hour. Product: C(C1=CC=CC=C1)P1(CCCCC1)=O (1-benzylphosphorinane-1-oxide). The yield is 89.1%. Reaction SMILES: [CH2:1]([P:8](=[O:11])(O)O)[C:2]1[CH:7]=[CH:6][CH:5]=[CH:4][CH:3]=1.S(Cl)(Cl)=O.CN(C=O)C>ClCCl>[CH2:1]([P:8]1(=[O:11])[CH2:6][CH2:7][CH2:2][CH2:3][CH2:4]1)[C:2]1[CH:3]=[CH:4][CH:5]=[CH:6][CH:7]=1. Procedure: Under nitrogen atmosphere, to a mixture of magnesium (3.2 g) and a piece of iodine in diethylether (20 ml) was dropwise added to a solution of 1,5-dibromopentane (13.21 g) and 1,2-dibromoethane (1.21 ml) in diethylether (80 ml) at 40° C. for 1 hour. The mixture was refluxed for 1 hour, cooled to room temperature and allowed to stand for 2 hours. The upper layer of diethylether was removed through cannula, to obtain the di-Grignard reagent, which was dissolved in dichloromethane (250 ml). The res... Reactants: ClC=1C(=C(C=CC1)[C@H]1[C@@H](N[C@H]([C@]1(C#N)C1=C(C=C(C=C1)Cl)F)CC(C)(C)C)C(=O)NC1=C(C=C(C(=O)O)C=C1)OC)F (4-((2R,3S,4R,5S)-3-(3-chloro-2-fluorophenyl)-4-(4-chloro-2-fluorophenyl)-4-cyano-5-neopentylpyrrolidine-2-carboxamido)-3-methoxybenzoic acid), C(COCCOCCOCCOCCOCCO)O (3,6,9,12,15-pentaoxaheptadecane-1,17-diol). Product: Cl.OCCOCCOCCOCCOCCOCCOC(C1=CC(=C(C=C1)NC(=O)[C@@H]1N[C@H]([C@]([C@H]1C1=C(C(=CC=C1)Cl)F)(C#N)C1=C(C=C(C=C1)Cl)F)CC(C)(C)C)OC)=O (4-{[(2R,3S,4R,5S)-4-(4-chloro-2-fluoro-phenyl)-3-(3-chloro-2-fluoro-phenyl)-4-cyano-5-(2,2-dimethyl-propyl)-pyrrolidine-2-carbonyl]-amino}-3-methoxy-benzoic acid 2-[2-(2-{2-[2-(2-hydroxy-ethoxy)-ethoxy]-ethoxy}-ethoxy)-ethoxy]-ethyl ester, hydrochloride). As a reaction SMILES: [Cl:1][C:2]1[C:3]([F:42])=[C:4]([C@@H:8]2[C@:12]([C:15]3[CH:20]=[CH:19][C:18]([Cl:21])=[CH:17][C:16]=3[F:22])([C:13]#[N:14])[C@H:11]([CH2:23][C:24]([CH3:27])([CH3:26])[CH3:25])[NH:10][C@H:9]2[C:28]([NH:30][C:31]2[CH:39]=[CH:38][C:34]([C:35]([OH:37])=[O:36])=[CH:33][C:32]=2[O:40][CH3:41])=[O:29])[CH:5]=[CH:6][CH:7]=1.[CH2:43](O)[CH2:44][O:45][CH2:46][CH2:47][O:48][CH2:49][CH2:50][O:51][CH2:52][CH2:53][O:54][CH2:55][CH2:56][O:57][CH2:58][CH2:59][OH:60]>>[ClH:1].[OH:60][CH2:59][CH2:58][O:57][CH2:56][CH2:55][O:54][CH2:53][CH2:52][O:51][CH2:50][CH2:49][O:48][CH2:47][CH2:46][O:45][CH2:44][CH2:43][O:36][C:35](=[O:37])[C:34]1[CH:38]=[CH:39][C:31]([NH:30][C:28]([C@H:9]2[C@H:8]([C:4]3[CH:5]=[CH:6][CH:7]=[C:2]([Cl:1])[C:3]=3[F:42])[C@:12]([C:15]3[CH:20]=[CH:19][C:18]([Cl:21])=[CH:17][C:16]=3[F:22])([C:13]#[N:14])[C@H:11]([CH2:23][C:24]([CH3:26])([CH3:27])[CH3:25])[NH:10]2)=[O:29])=[C:32]([O:40][CH3:41])[CH:33]=1 |f:2.3|. Reported procedure: In a manner similar to the method described in Example 14, 4-((2R,3S,4R,5S)-3-(3-chloro-2-fluorophenyl)-4-(4-chloro-2-fluorophenyl)-4-cyano-5-neopentylpyrrolidine-2-carboxamido)-3-methoxybenzoic acid (prepared as described in US20100152190A1) was reacted with 3,6,9,12,15-pentaoxaheptadecane-1,17-diol to give 4-{[(2R,3S,4R,5S)-4-(4-chloro-2-fluoro-phenyl)-3-(3-chloro-2-fluoro-phenyl)-4-cyano-5-(2,2-dimethyl-propyl)-pyrrolidine-2-carbonyl]-amino}-3-methoxy-benzoic acid 2-[2-(2-{2-[2-(2-hydroxy-eth... Product: Cc1oc(-c2ccccc2)nc1COc1cc(COc2ncccc2CO)on1. As a reaction SMILES: [BH4-:38].[CH3:1][c:2]1[c:3]([CH2:13][O:14][c:15]2[n:16][o:17][c:18]([CH2:20][O:21][c:22]3[c:23]([CH:24]=[O:25])[cH:26][cH:27][cH:28][n:29]3)[cH:19]2)[n:4][c:5](-[c:7]2[cH:8][cH:9][cH:10][cH:11][cH:12]2)[o:6]1.[CH3:35][CH2:36][OH:37].[Na+:39].[O:30]1[CH2:31][CH2:32][CH2:33][CH2:34]1.[OH2:40]>>[CH3:1][c:2]1[c:3]([CH2:13][O:14][c:15]2[n:16][o:17][c:18]([CH2:20][O:21][c:22]3[c:23]([CH2:24][OH:25])[cH:26][cH:27][cH:28][n:29]3)[cH:19]2)[n:4][c:5](-[c:7]2[cH:8][cH:9][cH:10][cH:11][cH:12]2)[o:6]1. Reactants: [BH4-], Cc1oc(-c2ccccc2)nc1COc1cc(COc2ncccc2C=O)on1, CCO, [Na+], C1CCOC1, O.